Task: describe an organic reaction: reactants, conditions, products, and yield. Dataset: the Open Reaction Database (ORD), a public repository of structured organic reaction records The reactants are C1(CCCCC1)C#CC=1C=CC(=C(C(=O)O)C1)NC(=O)C1=CC=C(C=C1)C1CCCCC1 (5-(cyclohexylethynyl)-2-{[(4-cyclohexylphenyl)carbonyl]amino}benzoic acid). The reagents and catalysts are [Pd] (Pd—C). Solvent: C(C)O (ethanol). Yields the product C1(CCCCC1)CCC=1C=CC(=C(C(=O)O)C1)NC(=O)C1=CC=C(C=C1)C1CCCCC1 (5-(2-cyclohexylethyl)-2-{[(4-cyclohexylphenyl)carbonyl]amino}benzoic acid). Yield: 81.0%. As a reaction SMILES: [CH:1]1([C:7]#[C:8][C:9]2[CH:10]=[CH:11][C:12]([NH:18][C:19]([C:21]3[CH:26]=[CH:25][C:24]([CH:27]4[CH2:32][CH2:31][CH2:30][CH2:29][CH2:28]4)=[CH:23][CH:22]=3)=[O:20])=[C:13]([CH:17]=2)[C:14]([OH:16])=[O:15])[CH2:6][CH2:5][CH2:4][CH2:3][CH2:2]1>C(O)C.[Pd]>[CH:1]1([CH2:7][CH2:8][C:9]2[CH:10]=[CH:11][C:12]([NH:18][C:19]([C:21]3[CH:26]=[CH:25][C:24]([CH:27]4[CH2:32][CH2:31][CH2:30][CH2:29][CH2:28]4)=[CH:23][CH:22]=3)=[O:20])=[C:13]([CH:17]=2)[C:14]([OH:16])=[O:15])[CH2:6][CH2:5][CH2:4][CH2:3][CH2:2]1. Procedure: 55 mg (0.13 mmol) of 5-(cyclohexylethynyl)-2-{[(4-cyclohexylphenyl)carbonyl]amino}benzoic acid obtained in Example 92 and 55 mg of Pd—C were stirred in ethanol (4 mL) at room temperature for 5 days. Thereafter, the mixture was filtered, and the filtrate was condensed, thereby giving 45 mg of the target 5-(2-cyclohexylethyl)-2-{[(4-cyclohexylphenyl)carbonyl]amino}benzoic acid (yield: 81%). Reactants: CC(c1ccc(Br)cc1)N1CCC(CCCNS(C)(=O)=O)(c2ccc(F)cc2)OC1=O, COc1ccc(B(O)O)cn1. Yields the product COc1ccc(-c2ccc(C(C)N3CCC(CCCNS(C)(=O)=O)(c4ccc(F)cc4)OC3=O)cc2)cn1. Reaction SMILES: [Br:1][c:2]1[cH:3][cH:4][c:5]([CH:8]([CH3:9])[N:10]2[C:11](=[O:31])[O:12][C:13]([c:16]3[cH:17][cH:18][c:19]([F:22])[cH:20][cH:21]3)([CH2:23][CH2:24][CH2:25][NH:26][S:27](=[O:28])(=[O:29])[CH3:30])[CH2:14][CH2:15]2)[cH:6][cH:7]1.[CH3:32][O:33][c:34]1[cH:35][cH:36][c:37]([B:40]([OH:41])[OH:42])[cH:38][n:39]1>>[c:2]1(-[c:37]2[cH:36][cH:35][c:34]([O:33][CH3:32])[n:39][cH:38]2)[cH:3][cH:4][c:5]([CH:8]([CH3:9])[N:10]2[C:11](=[O:31])[O:12][C:13]([c:16]3[cH:17][cH:18][c:19]([F:22])[cH:20][cH:21]3)([CH2:23][CH2:24][CH2:25][NH:26][S:27](=[O:28])(=[O:29])[CH3:30])[CH2:14][CH2:15]2)[cH:6][cH:7]1. Starting materials: CC1=NOC(=C1C=1C=C(C2=C(N(C(=N2)OCC)C(=O)OC(C)(C)C)C1)C=O)C (tert-butyl 6-(3,5-dimethylisoxazol-4-yl)-2-ethoxy-4-formyl-1H-benzo[d]imidazole-1-carboxylate), FC(C(I)(F)F)(F)F (pentafluoroiodoethane), CN(C)C=O (DMF), CN(C)C(=C(N(C)C)N(C)C)N(C)C (Tetra(dimethlamino)ethylene). The solvent is C(C)(=O)OCC (ethyl acetate). Run at temperature 70 celsius, time 30 minute. Product: CC1=NOC(=C1C=1C=C(C2=C(NC(N2)=O)C1)C(C(C(F)(F)F)(F)F)O)C (6-(3,5-dimethylisoxazol-4-yl)-4-(2,2,3,3,3-pentafluoro-1-hydroxypropyl)-1H-benzo[d]imidazol-2(3H)-one). Reaction SMILES: [CH3:1][C:2]1[C:6]([C:7]2[CH:8]=[C:9]([CH:26]=[O:27])[C:10]3[N:14]=[C:13]([O:15]CC)[N:12](C(OC(C)(C)C)=O)[C:11]=3[CH:25]=2)=[C:5]([CH3:28])[O:4][N:3]=1.[F:29][C:30]([F:36])([F:35])[C:31]([F:34])([F:33])I.CN(C=O)C.CN(C(N(C)C)=C(N(C)C)N(C)C)C>C(OCC)(=O)C>[CH3:1][C:2]1[C:6]([C:7]2[CH:8]=[C:9]([CH:26]([OH:27])[C:31]([F:34])([F:33])[C:30]([F:36])([F:35])[F:29])[C:10]3[NH:14][C:13](=[O:15])[NH:12][C:11]=3[CH:25]=2)=[C:5]([CH3:28])[O:4][N:3]=1. Reported procedure: A solution of tert-butyl 6-(3,5-dimethylisoxazol-4-yl)-2-ethoxy-4-formyl-1H-benzo[d]imidazole-1-carboxylate (100 mg, 0.26 mmol), pentafluoroiodoethane (350 mg, 1.42 mmol) and DMF was cooled to −15° C. under nitrogen. Tetra(dimethlamino)ethylene was added (0.33 mL, 1.42 mmol) and the reaction mixture was irradiated with a sun lamp. A thick precipitate formed, and after 30 minutes, the reaction mixture was diluted with ethyl acetate filtered. The filtrate was washed with water and the organic laye...